From a dataset of the Open Reaction Database (ORD), a public repository of structured organic reaction records. describe an organic reaction: reactants, conditions, products, and yield The reactants are FC1=CC=C(C=C1)N1N=CC(=C(C1=O)OS(=O)(=O)C1=CC=C(C)C=C1)C1=CC=C(C=C1)S(=O)(=O)C (2-(4-fluorophenyl)-4-tosyloxy-5-[4-(methylsulfonyl)phenyl]-3(2H)-pyridazinone), C1(CC1)CO (cyclopropylmethanol), N (NH3). The product is FC1=CC=C(C=C1)N1N=CC(=C(C1=O)OCC1CC1)C1=CC=C(C=C1)S(=O)(=O)C (2-(4-Fluorophenyl)-4-cyclopropylmethoxy-5-[4-(methylsulfonyl)phenyl]-3(2H)-pyridazinone). As a reaction SMILES: [F:1][C:2]1[CH:7]=[CH:6][C:5]([N:8]2[C:13](=[O:14])[C:12]([O:15]S(C3C=CC(C)=CC=3)(=O)=O)=[C:11]([C:26]3[CH:31]=[CH:30][C:29]([S:32]([CH3:35])(=[O:34])=[O:33])=[CH:28][CH:27]=3)[CH:10]=[N:9]2)=[CH:4][CH:3]=1.[CH:36]1([CH2:39]O)[CH2:38][CH2:37]1.N>>[F:1][C:2]1[CH:3]=[CH:4][C:5]([N:8]2[C:13](=[O:14])[C:12]([O:15][CH2:39][CH:36]3[CH2:38][CH2:37]3)=[C:11]([C:26]3[CH:27]=[CH:28][C:29]([S:32]([CH3:35])(=[O:33])=[O:34])=[CH:30][CH:31]=3)[CH:10]=[N:9]2)=[CH:6][CH:7]=1. Procedure details: The title compound was prepared according to the method of Example 335, substituting 2-(4-fluorophenyl)-4-tosyloxy-5-[4-(methylsulfonyl)phenyl]-3(2H)-pyridazinone in place of 2-(3-chlorophenyl)-4-tosyloxy-5-[4-(methylsulfonyl)phenyl]-3(2H)-pyridazinone and substituting cyclopropylmethanol in place of isobutanol (yield: 0.117 g, 83%). mp 166-167° C. 1H NMR (300 MHz, DMSO d6) δ 0.22 (m, 2H), 0.46 (m, 2H), 1.10 (m, 1H), 3.31 (s, 3H), 4.30 (d, J=7 Hz, 2H), 7.36 (m, 2H), 7.66 (m, 2H), 7.96 (m, 2H), 8... Starting materials: ethyl ester, FC(C(=O)NCCCC[C@@H](C(=O)N1[C@H](C(=O)OCC)CCC1)OP(=O)(OC)C(CCCC)NC(=O)OCC1=CC=CC=C1)(F)F (1-[(S)-6-[(Trifluoroacetyl)amino]-2-[[[1-[[(phenylmethoxy)carbonyl]amino]pentyl]methoxyphosphinyl]oxy]-1-oxohexyl]-L-proline, ethyl ester), N1[C@H](C(=O)OCC)CCC1 (L-proline, ethyl ester). Reagents/catalysts: [OH-].[OH-].[Pd+2] (palladium hydroxide on carbon). The solvent is CO (methanol). Conditions: time 3 hour. The product is FC(C(=O)NCCCC[C@@H](C(=O)N1[C@H](C(=O)OCC)CCC1)OP(=O)(OC)C(CCCC)N)(F)F (1-[(S)-6-[(Trifluoroacetyl)amino]-2-[[[(1-amino)pentyl]methoxyphosphinyl]oxy]-1-oxohexyl]-L-proline, ethyl ester). As a reaction SMILES: [F:1][C:2]([F:45])([F:44])[C:3]([NH:5][CH2:6][CH2:7][CH2:8][CH2:9][C@H:10]([O:23][P:24]([CH:28]([NH:33]C(OCC1C=CC=CC=1)=O)[CH2:29][CH2:30][CH2:31][CH3:32])([O:26][CH3:27])=[O:25])[C:11]([N:13]1[CH2:22][CH2:21][CH2:20][C@H:14]1[C:15]([O:17][CH2:18][CH3:19])=[O:16])=[O:12])=[O:4].N1CCC[C@H]1C(OCC)=O>CO.[OH-].[OH-].[Pd+2]>[F:44][C:2]([F:1])([F:45])[C:3]([NH:5][CH2:6][CH2:7][CH2:8][CH2:9][C@H:10]([O:23][P:24]([CH:28]([NH2:33])[CH2:29][CH2:30][CH2:31][CH3:32])([O:26][CH3:27])=[O:25])[C:11]([N:13]1[CH2:22][CH2:21][CH2:20][C@H:14]1[C:15]([O:17][CH2:18][CH3:19])=[O:16])=[O:12])=[O:4] |f:3.4.5|. Procedure details: The ethyl ester product from part (e) (1.75 g., 2.63 mmole) is dissolved in methanol (75 ml.) at room temperature under argon. The solution is hydrogenated with 20% palladium hydroxide on carbon catalyst (300 mg.) at room temperature and atmospheric pressure for 3 hours. The reaction is filtered through Celite to remove the catalyst, and the volatiles are evaporated to give 1.7 g. of 1-(S)-6-[(Trifluoroacetyl)amino]-2-[[[(1-amino)pentyl]methoxyphosphinyl]oxy]-1-oxohexyl]-L-proline, ethyl ester. The reactants are ClCCCl, Cc1cc2ccccc2n1C, O=C1OC(=O)C(Cl)=C1Cl. Product: Cc1c(C(=O)C(Cl)=C(Cl)C(=O)O)c2ccccc2n1C. As a reaction SMILES: [CH2:21]([Cl:22])[CH2:23][Cl:24].[CH3:1][n:2]1[c:3]([CH3:11])[cH:4][c:5]2[cH:6][cH:7][cH:8][cH:9][c:10]12.[Cl:12][C:13]1=[C:14]([Cl:20])[C:15](=[O:16])[O:17][C:18]1=[O:19]>>[CH3:1][n:2]1[c:3]([CH3:11])[c:4]([C:15]([C:14](=[C:13]([Cl:12])[C:18](=[O:17])[OH:19])[Cl:20])=[O:16])[c:5]2[cH:6][cH:7][cH:8][cH:9][c:10]12. Starting materials: CCO, CNc1cc(OC)ccc1[N+](=O)[O-], Cl. The product is CNc1cc(OC)ccc1N. As a reaction SMILES: [CH3:15][CH2:16][OH:17].[CH3:1][NH:2][c:3]1[c:4]([N+:11]([O-:12])=[O:13])[cH:5][cH:6][c:7]([O:9][CH3:10])[cH:8]1.[ClH:14]>>[CH3:1][NH:2][c:3]1[c:4]([NH2:11])[cH:5][cH:6][c:7]([O:9][CH3:10])[cH:8]1. Starting materials: COc1ccc(N2CCNCC2)cc1, CCO, c1ccc2c(OCC3CO3)cccc2c1. The product is COc1ccc(N2CCN(CC(O)COc3cccc4ccccc34)CC2)cc1. RXN SMILES: [CH3:16][O:17][c:18]1[cH:19][cH:20][c:21]([N:24]2[CH2:25][CH2:26][NH:27][CH2:28][CH2:29]2)[cH:22][cH:23]1.[CH3:30][CH2:31][OH:32].[O:1]1[CH:2]([CH2:3][O:4][c:5]2[cH:6][cH:7][cH:8][c:9]3[cH:10][cH:11][cH:12][cH:13][c:14]23)[CH2:15]1>>[OH:1][CH:2]([CH2:3][O:4][c:5]1[cH:6][cH:7][cH:8][c:9]2[cH:10][cH:11][cH:12][cH:13][c:14]12)[CH2:15][N:27]1[CH2:26][CH2:25][N:24]([c:21]2[cH:20][cH:19][c:18]([O:17][CH3:16])[cH:23][cH:22]2)[CH2:29][CH2:28]1. Starting materials: C(C)(=O)NC1=CC=C(OCC(=O)OCC)C=C1 (ethyl 4-acetamidophenoxyacetate), C(CN)N (ethylenediamine). Yields the product C(C)(=O)NC1=CC=C(OCC(=O)NCCN)C=C1 (β-(4-acetamidophenoxyacetamido)-ethylamine). Reaction SMILES: [C:1]([NH:4][C:5]1[CH:17]=[CH:16][C:8]([O:9][CH2:10][C:11]([O:13]CC)=O)=[CH:7][CH:6]=1)(=[O:3])[CH3:2].[CH2:18]([NH2:21])[CH2:19][NH2:20]>>[C:1]([NH:4][C:5]1[CH:6]=[CH:7][C:8]([O:9][CH2:10][C:11]([NH:20][CH2:19][CH2:18][NH2:21])=[O:13])=[CH:16][CH:17]=1)(=[O:3])[CH3:2]. Procedure details: In a similar manner using 23.7 g. of ethyl 4-acetamidophenoxyacetate and 60 ml. of ethylenediamine as starting materials there is obtained β-(4-acetamidophenoxyacetamido)-ethylamine, m.p. 210°-212° C. Reactants: N1(CCC1)C[C@@H](N)C1=CC(=C(C=C1)Cl)C(F)(F)F ((S)-2-(azetidin-1-yl)-1-(4-chloro-3-(trifluoromethyl)phenyl)ethanamine), OC=1C2=C(N=CN1)C(=CN=C2)C(=O)N (4-hydroxypyrido[4,3-d]pyrimidine-8-carboxamide). Product: N1(CCC1)C[C@H](C1=CC(=C(C=C1)Cl)C(F)(F)F)NC=1C2=C(N=CN1)C(=CN=C2)C(=O)N ((S)-4-((2-(azetidin-1-yl)-1-(4-chloro-3-(trifluoromethyl)phenyl)ethyl)amino)pyrido[4,3-d]pyrimidine-8-carboxamide). As a reaction SMILES: [N:1]1([CH2:5][C@H:6]([C:8]2[CH:13]=[CH:12][C:11]([Cl:14])=[C:10]([C:15]([F:18])([F:17])[F:16])[CH:9]=2)[NH2:7])[CH2:4][CH2:3][CH2:2]1.O[C:20]1[C:21]2[CH:29]=[N:28][CH:27]=[C:26]([C:30]([NH2:32])=[O:31])[C:22]=2[N:23]=[CH:24][N:25]=1>>[N:1]1([CH2:5][C@@H:6]([NH:7][C:20]2[C:21]3[CH:29]=[N:28][CH:27]=[C:26]([C:30]([NH2:32])=[O:31])[C:22]=3[N:23]=[CH:24][N:25]=2)[C:8]2[CH:13]=[CH:12][C:11]([Cl:14])=[C:10]([C:15]([F:18])([F:16])[F:17])[CH:9]=2)[CH2:4][CH2:3][CH2:2]1. Procedure details: Compound 20 was prepared following general synthetic scheme 7 wherein (S)-2-(azetidin-1-yl)-1-(4-chloro-3-(trifluoromethyl)phenyl)ethanamine was reacted with 4-hydroxypyrido[4,3-d]pyrimidine-8-carboxamide to give the title compound. LC-MS [451 (M+1)], 1H NMR (400 MHz, Chloroform-d) δ 10.43 (s, 1H), 9.75 (s, 1H), 9.59 (s, 1H), 8.62 (s, 1H), 7.98 (s, 1H), 7.69 (s, 1H), 7.48 (d, 2H), 6.12 (s, 1H), 5.18 (d, 1H), 3.25 (dq, 4H), 3.05-2.89 (m, 2H), 2.14 (p, 2H). Reported procedure: As described for example 5, (5-methyl-3-phenyl-isoxazol-4-yl)-methanol (3.47 g, 18.4 mmol) was converted using methyl 6-chloro-4-(trifluoromethyl)nicotinate instead of 6-chloronicotinonitrile to the title compound which was used directly in the next transformation without further purification. Starting materials: CC1=C(C(=NO1)C1=CC=CC=C1)CO ((5-methyl-3-phenyl-isoxazol-4-yl)-methanol), ClC1=NC=C(C(=O)OC)C(=C1)C(F)(F)F (methyl 6-chloro-4-(trifluoromethyl)nicotinate). Reaction SMILES: [CH3:1][C:2]1[O:6][N:5]=[C:4]([C:7]2[CH:12]=[CH:11][CH:10]=[CH:9][CH:8]=2)[C:3]=1[CH2:13][OH:14].Cl[C:16]1[CH:25]=[C:24]([C:26]([F:29])([F:28])[F:27])[C:19]([C:20]([O:22][CH3:23])=[O:21])=[CH:18][N:17]=1>>[CH3:23][O:22][C:20](=[O:21])[C:19]1[C:24]([C:26]([F:27])([F:28])[F:29])=[CH:25][C:16]([O:14][CH2:13][C:3]2[C:4]([C:7]3[CH:12]=[CH:11][CH:10]=[CH:9][CH:8]=3)=[N:5][O:6][C:2]=2[CH3:1])=[N:17][CH:18]=1. Product: COC(C1=CN=C(C=C1C(F)(F)F)OCC=1C(=NOC1C)C1=CC=CC=C1)=O (6-(5-Methyl-3-phenyl-isoxazol-4-ylmethoxy)-4-trifluoromethyl-nicotinic acid methyl ester). Reactants: ClC1=CC=C(C=C1)C1=NC=2C(=NC=CC2)N1CC(=O)O (2-(4-chlorophenyl)-3H-imidazo[4,5-b]pyridine-3-acetic acid), C(=O)(N1C=NC=C1)N1C=NC=C1 (1,1'-carbonyldiimidazole), S1CNCC1 (thiazolidine). Run in O1CCCC1 (tetrahydrofuran). Conditions: time 3.5 hour. The product is ClC1=CC=C(C=C1)C1=NC=2C(=NC=CC2)N1CC(N1CSCC1)=O (2-(4-Chlorophenyl)-3-[2-oxo-2-(3-thiazolidinyl)ethyl]-3H-imidazo[4,5-b]pyridine). The yield is 49.3%. As a reaction SMILES: [Cl:1][C:2]1[CH:7]=[CH:6][C:5]([C:8]2[N:16]([CH2:17][C:18]([OH:20])=O)[C:11]3=[N:12][CH:13]=[CH:14][CH:15]=[C:10]3[N:9]=2)=[CH:4][CH:3]=1.C(N1C=CN=C1)(N1C=CN=C1)=O.[S:33]1[CH2:37][CH2:36][NH:35][CH2:34]1>O1CCCC1>[Cl:1][C:2]1[CH:3]=[CH:4][C:5]([C:8]2[N:16]([CH2:17][C:18](=[O:20])[N:35]3[CH2:36][CH2:37][S:33][CH2:34]3)[C:11]3=[N:12][CH:13]=[CH:14][CH:15]=[C:10]3[N:9]=2)=[CH:6][CH:7]=1. Procedure: A suspension of 2-(4-chlorophenyl)-3H-imidazo[4,5-b]pyridine-3-acetic acid (5.0 g, 0.0174 mole), 1,1'-carbonyldiimidazole (2.82 g, 0.0174 mole) and dry tetrahydrofuran (100 ml) was stirred at room temperature for 3.5 hours while nitrogen was bubbled through it. Solid thiazolidine (2.33 g, 0.0261 mole) was added and the reaction mixture was stirred at 55° C., under nitrogen overnight. The solvent was removed under reduced pressure. The resulting white solid was triturated with water (100 ml), fil... The reactants are ClC=1C2=C(N=C(N1)SCC1=C(C(=CC=C1)F)F)N=C(S2)N (7-Chloro-5-[[(2,3-difluorophenyl)methyl]thio]thiazolo[4,5-d]pyrimidin-2-amine), NC(COCCO)C ((+/−)-2-[2-aminopropoxy]ethanol). Product: NC=1SC2=C(N=C(N=C2NC(COCCO)C)SCC2=C(C(=CC=C2)F)F)N1 ((+/−)-2-[2-[[2-amino-5-[[(2,3-difluorophenyl)methyl]thio]thiazolo[4,5-d]pyrimidin-7-yl]amino]propoxy]ethanol). RXN SMILES: Cl[C:2]1[C:3]2[S:20][C:19]([NH2:21])=[N:18][C:4]=2[N:5]=[C:6]([S:8][CH2:9][C:10]2[CH:15]=[CH:14][CH:13]=[C:12]([F:16])[C:11]=2[F:17])[N:7]=1.[NH2:22][CH:23]([CH3:29])[CH2:24][O:25][CH2:26][CH2:27][OH:28]>>[NH2:21][C:19]1[S:20][C:3]2[C:2]([NH:22][CH:23]([CH3:29])[CH2:24][O:25][CH2:26][CH2:27][OH:28])=[N:7][C:6]([S:8][CH2:9][C:10]3[CH:15]=[CH:14][CH:13]=[C:12]([F:16])[C:11]=3[F:17])=[N:5][C:4]=2[N:18]=1. Reported procedure: Prepared by the method of example 2 step a), using the product of example 4, step b) and (+/−)-2-[2-aminopropoxy]ethanol,